Dataset: the Open Reaction Database (ORD), a public repository of structured organic reaction records. Task: describe an organic reaction: reactants, conditions, products, and yield As a reaction SMILES: [C:39]([O:40][BH-:41]([O:42][C:43](=[O:44])[CH3:45])[O:46][C:47](=[O:48])[CH3:49])(=[O:50])[CH3:51].[CH2:1]([CH3:2])[c:3]1[c:4](-[c:11]2[n:12][s:13][c:14](-[c:16]3[cH:17][cH:18][c:19]([O:24][CH:25]([CH3:26])[CH3:27])[c:20]([C:21]#[N:22])[cH:23]3)[n:15]2)[cH:5][cH:6][cH:7][c:8]1[CH:9]=[O:10].[CH3:35][C:36](=[O:37])[OH:38].[CH3:56][OH:57].[Cl:53][CH2:54][Cl:55].[NH:28]1[CH2:29][CH:30]([C:32](=[O:33])[OH:34])[CH2:31]1.[Na+:52]>>[CH2:1]([CH3:2])[c:3]1[c:4](-[c:11]2[n:12][s:13][c:14](-[c:16]3[cH:17][cH:18][c:19]([O:24][CH:25]([CH3:26])[CH3:27])[c:20]([C:21]#[N:22])[cH:23]3)[n:15]2)[cH:5][cH:6][cH:7][c:8]1[CH2:9][N:28]1[CH2:29][CH:30]([C:32](=[O:33])[OH:34])[CH2:31]1. Starting materials: CC(=O)O[BH-](OC(C)=O)OC(C)=O, CCc1c(C=O)cccc1-c1nsc(-c2ccc(OC(C)C)c(C#N)c2)n1, CC(=O)O, CO, ClCCl, O=C(O)C1CNC1, [Na+]. Product: CCc1c(CN2CC(C(=O)O)C2)cccc1-c1nsc(-c2ccc(OC(C)C)c(C#N)c2)n1. Starting materials: CC(C)(C1=NC=CC=C1)N (1-methyl-1-pyridin-2-yl-ethylamine), O=C1N(C(C2=CC=CC=C12)=O)CCCC=O (4-(1,3-Dioxo-1,3-dihydroisoindole-2-yl)-butyraldehyde), [BH-](OC(=O)C)(OC(=O)C)OC(=O)C.[Na+] (NaBH(OAc)3). Yields the product CC(C)(C1=NC=CC=C1)NCCCCN1C(C2=CC=CC=C2C1=O)=O (2-[4-(1-methyl-1-pyridin-2-yl-ethylamino)-butyl]-isoindole-1,3-dione). Reaction SMILES: [CH3:1][C:2]([NH2:10])([C:4]1[CH:9]=[CH:8][CH:7]=[CH:6][N:5]=1)[CH3:3].[O:11]=[C:12]1[C:20]2[C:15](=[CH:16][CH:17]=[CH:18][CH:19]=2)[C:14](=[O:21])[N:13]1[CH2:22][CH2:23][CH2:24][CH:25]=O.[BH-](OC(C)=O)(OC(C)=O)OC(C)=O.[Na+]>>[CH3:1][C:2]([NH:10][CH2:25][CH2:24][CH2:23][CH2:22][N:13]1[C:14](=[O:21])[C:15]2[C:20](=[CH:19][CH:18]=[CH:17][CH:16]=2)[C:12]1=[O:11])([C:4]1[CH:9]=[CH:8][CH:7]=[CH:6][N:5]=1)[CH3:3] |f:2.3|. Procedure details: Using General Procedure B, reaction of 1-methyl-1-pyridin-2-yl-ethylamine (Chakravarty, P K et al. Bioorg. Med. Chem. Lett. 2003, 13, 147-150) with 4-(1,3-Dioxo-1,3-dihydroisoindole-2-yl)-butyraldehyde and NaBH(OAc)3 gave 2-[4-(1-methyl-1-pyridin-2-yl-ethylamino)-butyl]-isoindole-1,3-dione as a colorless oil. 1H NMR (CDCl3) δ 1.46 (s, 6H), 1.50-1.56 (m, 2H), 1.60-1.74 (m, 2H), 2.31 (t, 2H, J=7.0 Hz), 3.65 (t, 2H, J=7.1 Hz), 7.07-7.14 (m, 1H), 7.39 (d, 1H, J=8.3 Hz), 7.63 (td, 1H, J=7.7, 1.8 Hz),...